This data is from the Open Reaction Database (ORD), a public repository of structured organic reaction records. The task is: describe an organic reaction: reactants, conditions, products, and yield The reactants are NC=1SC=C(N1)C(C(=O)NC1C(N(C1)C(=O)NS(=O)(=O)N1C(N(CC1)N)=O)=O)=NOC(C(=O)O)(C)C (2-[[[1-(2-amino-4-thiazolyl)-2-[[1-[[[[3-amino-2-oxo-1-imidazolidinyl]sulfonyl]amino]carbonyl]-2-oxo-3-azetidinyl]amino]-2-oxoethylidene]amino]oxy]-2-methylpropanoic acid), dipotassium, COC=1C=C2C=C3C(=NC2=CC1OC)C(=O)OC3=O (6,7-dimethoxy-2,3-quinoline-dicarboxylic anhydride). The solvent is CN(C=O)C (dimethylformamide). Conditions: time 8 hour. Yields the product NC=1SC=C(N1)C(C(=O)NC1C(N(C1)C(=O)NS(=O)(=O)N1C(N(CC1)NC(=O)C1=NC2=CC(=C(C=C2C=C1C(=O)O)O)O)=O)=O)=NOC(C(=O)O)(C)C (2-[[[1-(2-amino-4-thiazolyl)-2-[[1-[[[[3-[[(3-carboxy-6,7-dihydroxy-2-quinolinyl)carbonyl]amino]-2-oxo-1-imidazolidinyl]sulfonyl]amino]carbonyl]-2-oxo-3-azetidinyl]amino]-2-oxoethylidene]amino]oxy]-2-methylpropanoic acid), mixture. Isolated yield 20.5%. RXN SMILES: [NH2:1][C:2]1[S:3][CH:4]=[C:5]([C:7](=[N:29][O:30][C:31]([CH3:36])([CH3:35])[C:32]([OH:34])=[O:33])[C:8]([NH:10][CH:11]2[CH2:14][N:13]([C:15]([NH:17][S:18]([N:21]3[CH2:25][CH2:24][N:23]([NH2:26])[C:22]3=[O:27])(=[O:20])=[O:19])=[O:16])[C:12]2=[O:28])=[O:9])[N:6]=1.C[O:38][C:39]1[CH:40]=[C:41]2[C:46](=[CH:47][C:48]=1[O:49]C)[N:45]=[C:44]1[C:51]([O:53][C:54](=[O:55])[C:43]1=[CH:42]2)=[O:52]>CN(C)C=O>[NH2:1][C:2]1[S:3][CH:4]=[C:5]([C:7](=[N:29][O:30][C:31]([CH3:36])([CH3:35])[C:32]([OH:34])=[O:33])[C:8]([NH:10][CH:11]2[CH2:14][N:13]([C:15]([NH:17][S:18]([N:21]3[CH2:25][CH2:24][N:23]([NH:26][C:51]([C:44]4[C:43]([C:54]([OH:55])=[O:53])=[CH:42][C:41]5[C:46](=[CH:47][C:48]([OH:49])=[C:39]([OH:38])[CH:40]=5)[N:45]=4)=[O:52])[C:22]3=[O:27])(=[O:19])=[O:20])=[O:16])[C:12]2=[O:28])=[O:9])[N:6]=1. Procedure: To a solution of 0.47 g (0.75 mmol) of 2-[[[1-(2-amino-4-thiazolyl)-2-[[1-[[[[3-amino-2-oxo-1-imidazolidinyl]sulfonyl]amino]carbonyl]-2-oxo-3-azetidinyl]amino]-2-oxoethylidene]amino]oxy]-2-methylpropanoic acid, dipotassium salt in 10 ml of dimethylformamide was added 0.26 g (0.86 mmol) of 6,7-dimethoxy-2,3-quinoline-dicarboxylic anhydride, and the mixture was stirred overnight at room temperature. After the dimethylformamide was distilled off in vacuo, the residue was dissolved in water and the ... Reactants: C(Cl)Cl (methylene chloride), C(C(=O)Cl)(=O)Cl (oxalyl chloride), CS(=O)C (dimethylsulfoxide), C(Cl)Cl (methylene chloride), C(C)(=O)OC=1C(=C(C2=C(CC(O2)(C)CO)C1C)C)C (5-acetoxy-2-hydroxymethyl-2,4,6,7-tetramethyl-2,3-dihydrobenzofuran). The solvent is C(C)N(CC)CC (triethylamine). Conditions: time 10 minute. Yields the product C(C)(=O)OC=1C(=C(C2=C(CC(O2)(C)C=O)C1C)C)C (5-acetoxy-2-formyl-2,4,6,7-tetramethyl-2,3-dihydrobenzofuran). Isolated yield 96.7%. Reaction SMILES: C(Cl)Cl.C(Cl)(=O)C(Cl)=O.CS(C)=O.[C:14]([O:17][C:18]1[C:19]([CH3:32])=[C:20]([CH3:31])[C:21]2[O:25][C:24]([CH2:27][OH:28])([CH3:26])[CH2:23][C:22]=2[C:29]=1[CH3:30])(=[O:16])[CH3:15]>C(N(CC)CC)C>[C:14]([O:17][C:18]1[C:19]([CH3:32])=[C:20]([CH3:31])[C:21]2[O:25][C:24]([CH:27]=[O:28])([CH3:26])[CH2:23][C:22]=2[C:29]=1[CH3:30])(=[O:16])[CH3:15]. Reported procedure: To a methylene chloride solution (50 ml) of oxalyl chloride (2 ml) was added dropwise at -60° C. dimethylsulfoxide (4 ml). The mixture was stirred for 10 minutes, and there was then added dropwise a methylene chloride solution (10 ml) of 5-acetoxy-2-hydroxymethyl-2,4,6,7-tetramethyl-2,3-dihydrobenzofuran [5.0 g (19 mmol)]. The reaction mixture was stirred for 15 minutes, and there was added triethylamine (15 ml), and the mixture was stirred for further 10 minutes. The reaction mixture was washed...